From a dataset of the Open Reaction Database (ORD), a public repository of structured organic reaction records. describe an organic reaction: reactants, conditions, products, and yield The solvent is CC(=O)C (acetone). Yields the product CCCS(=O)(=O)NC=1C=CC(=C(C1F)C(=O)C2=CNC3=C2C=C(C=N3)C=4C=CC(=CC4)Cl)F.OCC[N+](C)(C)C (Vemurafenib choline). Yield: 33.0%. Starting materials: CCCS(=O)(=O)NC=1C=CC(=C(C1F)C(=O)C2=CNC3=C2C=C(C=N3)C=4C=CC(=CC4)Cl)F (Vemurafenib), C(C)O (ethanol), [OH-].OCC[N+](C)(C)C (choline hydroxide), CO (methanol). Reagents/catalysts: CCCCCC (n-hexane). RXN SMILES: [CH3:1][CH2:2][CH2:3][S:4]([NH:7][C:8]1[CH:9]=[CH:10][C:11]([F:33])=[C:12]([C:15]([C:17]2[C:21]3[CH:22]=[C:23]([C:26]4[CH:27]=[CH:28][C:29]([Cl:32])=[CH:30][CH:31]=4)[CH:24]=[N:25][C:20]=3[NH:19][CH:18]=2)=[O:16])[C:13]=1[F:14])(=[O:6])=[O:5].[OH-].[OH:35][CH2:36][CH2:37][N+:38]([CH3:41])([CH3:40])[CH3:39].CO.C(O)C>CC(C)=O.CCCCCC>[CH3:1][CH2:2][CH2:3][S:4]([NH:7][C:8]1[CH:9]=[CH:10][C:11]([F:33])=[C:12]([C:15]([C:17]2[C:21]3[CH:22]=[C:23]([C:26]4[CH:27]=[CH:28][C:29]([Cl:32])=[CH:30][CH:31]=4)[CH:24]=[N:25][C:20]=3[NH:19][CH:18]=2)=[O:16])[C:13]=1[F:14])(=[O:6])=[O:5].[OH:35][CH2:36][CH2:37][N+:38]([CH3:41])([CH3:40])[CH3:39] |f:1.2,7.8|. Procedure: Vemurafenib (500 mg, 1.0 mmol) was suspended in 5 mL acetone at 35°. A solution of choline hydroxide in methanol (45%, 270 mg, 1.0 mmol) was added and the resulting mixture was stirred at 35° C. for 5 minutes. Then, the resulting clear solution was cooled to 5° C. over 30 minutes and was stirred in the opened vial overnight at room temperature. An oily residue was obtained and 2 mL ethanol was added. The mixture was sonicated (treated with ultra-sonic energy) until a clear solution was obtained.... Conditions: temperature 35 celsius, time 5 minute. As a reaction SMILES: C([O:8][C:9]1[CH:10]=[C:11]2[C:15](=[CH:16][CH:17]=1)[NH:14][N:13]=[C:12]2[C:18]1[NH:19][C:20]2[C:25]([CH:26]=1)=[CH:24][C:23]([O:27][CH2:28][CH2:29][N:30]([CH2:33][CH3:34])[CH2:31][CH3:32])=[CH:22][CH:21]=2)C1C=CC=CC=1.C([O-])=O.[NH4+]>C(OCC)(=O)C.[Pd]>[CH2:33]([N:30]([CH2:31][CH3:32])[CH2:29][CH2:28][O:27][C:23]1[CH:24]=[C:25]2[C:20](=[CH:21][CH:22]=1)[NH:19][C:18]([C:12]1[C:11]3[C:15](=[CH:16][CH:17]=[C:9]([OH:8])[CH:10]=3)[NH:14][N:13]=1)=[CH:26]2)[CH3:34] |f:1.2|. Reaction conditions: time 10 minute. Yield: 44.8%. Reagents/catalysts: [Pd] (palladium-on-charcoal). The solvent is C(C)(=O)OCC (ethyl acetate). Yields the product C(C)N(CCOC=1C=C2C=C(NC2=CC1)C1=NNC2=CC=C(C=C12)O)CC (3-[5-(2-diethylaminoethoxy)-1H-indol-2-yl]-1H-indazol-5-ol). Reactants: C(C1=CC=CC=C1)OC=1C=C2C(=NNC2=CC1)C=1NC2=CC=C(C=C2C1)OCCN(CC)CC ({2-[2-(5-benzyloxy-1H-indazol-3-yl)-1H-indol-5-yloxy]ethyl}diethylamine), C(=O)[O-].[NH4+] (ammonium formate). Procedure: A suspension of 320 mg of {2-[2-(5-benzyloxy-1H-indazol-3-yl)-1H-indol-5-yloxy]ethyl}diethylamine, 32 mg of palladium-on-charcoal at 10%, and 180 mg of ammonium formate is irradiated in a Synthwave 402 microwave oven at atmospheric pressure for 35 minutes at 75° C. at 5% power, and then for 10 minutes at 20% power. The catalyst is filtered through a bed of celite, and the filtrate is evaporated under reduced pressure. The compound obtained is taken up in ethyl acetate (20 ml) and a saturated sod... RXN SMILES: [CH:1]1([CH:4]([C:11]2[CH:16]=[C:15]([O:17][CH2:18][C:19]3[CH:20]=[N:21][C:22]([C:31]4[CH:36]=[C:35]([O:37][CH3:38])[CH:34]=[CH:33][C:32]=4[F:39])=[C:23]([O:25][CH2:26][C:27]([CH3:30])([CH3:29])[CH3:28])[CH:24]=3)[N:14]=[CH:13][N:12]=2)[CH2:5][C:6]([O:8]CC)=[O:7])[CH2:3][CH2:2]1.[OH-].[Na+].Cl>CO>[CH:1]1([CH:4]([C:11]2[CH:16]=[C:15]([O:17][CH2:18][C:19]3[CH:20]=[N:21][C:22]([C:31]4[CH:36]=[C:35]([O:37][CH3:38])[CH:34]=[CH:33][C:32]=4[F:39])=[C:23]([O:25][CH2:26][C:27]([CH3:30])([CH3:28])[CH3:29])[CH:24]=3)[N:14]=[CH:13][N:12]=2)[CH2:5][C:6]([OH:8])=[O:7])[CH2:2][CH2:3]1 |f:1.2|. Run in CO (methanol). Procedure: To a solution of ethyl 3-cyclopropyl-3-(6-((6-(2-fluoro-5-methoxyphenyl)-5-(neopentyloxy)pyridin-3-yl)methoxy)pyrimidin-4-yl)propanoate (20 mg) in methanol (1.0 mL) was added 2N aqueous sodium hydroxide (91 μL) solution, and the mixture was stirred at room temperature for 20 hr. The reaction mixture was cooled to 0° C. and neutralized with 1N hydrochloric acid, and extracted with ethyl acetate. The extract was washed with saturated brine, and dried over anhydrous sodium sulfate. The solvent was ... The product is C1(CC1)C(CC(=O)O)C1=NC=NC(=C1)OCC=1C=NC(=C(C1)OCC(C)(C)C)C1=C(C=CC(=C1)OC)F (3-cyclopropyl-3-(6-((5-(2,2-dimethylpropoxy)-6-(2-fluoro-5-methoxyphenyl)pyridin-3-yl) methoxy)pyrimidin-4-yl)propanoic acid). Isolated yield 23.2%. Conditions: time 20 hour. Reactants: C1(CC1)C(CC(=O)OCC)C1=NC=NC(=C1)OCC=1C=NC(=C(C1)OCC(C)(C)C)C1=C(C=CC(=C1)OC)F (ethyl 3-cyclopropyl-3-(6-((6-(2-fluoro-5-methoxyphenyl)-5-(neopentyloxy)pyridin-3-yl)methoxy)pyrimidin-4-yl)propanoate), [OH-].[Na+] (sodium hydroxide), Cl (hydrochloric acid).